Dataset: the Open Reaction Database (ORD), a public repository of structured organic reaction records. Task: describe an organic reaction: reactants, conditions, products, and yield Reactants: CN(/C=C/C(=O)C1=NN(C=CC1=O)C1=CC(=CC=C1)S(=O)(=O)N1CCCCC1)C (3-((E)-3-Dimethylamino-acryloyl)-1-[3-(piperidine-1-sulfonyl)-phenyl]-1H-pyridazin-4-one), ClC=1C=C2C(=CC=NC2=CC1)NN ((6-chloro-quinolin-4-yl)-hydrazine). The product is ClC=1C=C2C(=CC=NC2=CC1)N1N=CC=C1C1=NN(C=CC1=O)C1=CC(=CC=C1)S(=O)(=O)N1CCCCC1 (3-[2-(6-Chloro-quinolin-4-yl)-2H-pyrazol-3-yl]-1-[3-(piperidine-1-sulfonyl)-phenyl]-1H-pyridazin-4-one). As a reaction SMILES: CN(C)/[CH:3]=[CH:4]/[C:5]([C:7]1[C:12](=[O:13])[CH:11]=[CH:10][N:9]([C:14]2[CH:19]=[CH:18][CH:17]=[C:16]([S:20]([N:23]3[CH2:28][CH2:27][CH2:26][CH2:25][CH2:24]3)(=[O:22])=[O:21])[CH:15]=2)[N:8]=1)=O.[Cl:30][C:31]1[CH:32]=[C:33]2[C:38](=[CH:39][CH:40]=1)[N:37]=[CH:36][CH:35]=[C:34]2[NH:41][NH2:42]>>[Cl:30][C:31]1[CH:32]=[C:33]2[C:38](=[CH:39][CH:40]=1)[N:37]=[CH:36][CH:35]=[C:34]2[N:41]1[C:5]([C:7]2[C:12](=[O:13])[CH:11]=[CH:10][N:9]([C:14]3[CH:19]=[CH:18][CH:17]=[C:16]([S:20]([N:23]4[CH2:28][CH2:27][CH2:26][CH2:25][CH2:24]4)(=[O:21])=[O:22])[CH:15]=3)[N:8]=2)=[CH:4][CH:3]=[N:42]1. Procedure: The product was obtained starting from 3-((E)-3-Dimethylamino-acryloyl)-1-[3-(piperidine-1-sulfonyl)-phenyl]-1H-pyridazin-4-one (A-26) and (6-chloro-quinolin-4-yl)-hydrazine according to the method described for example 91. MS: M=547.2 (M+H)+ Reactants: C(CCCCCCCCCCC)SC1=CC=C(O1)C(=O)CC(=O)O (2-[5-(dodecylthio)-2-furoyl]acetic acid), N,N'-carbonyldiimidazole, C(C)(=O)NCCO (N-acetylethanolamine). Run in ice, O1CCCC1 (tetrahydrofuran). Run at time 4 hour. Product: C(C)(=O)NCCOC(CC(=O)C=1OC(=CC1)SCCCCCCCCCCCC)=O (2-[5-(dodecylthio)-2-furoyl]acetic acid 2-acetamidoethyl ester). Reaction SMILES: [CH2:1]([S:13][C:14]1[O:18][C:17]([C:19]([CH2:21][C:22]([OH:24])=[O:23])=[O:20])=[CH:16][CH:15]=1)[CH2:2][CH2:3][CH2:4][CH2:5][CH2:6][CH2:7][CH2:8][CH2:9][CH2:10][CH2:11][CH3:12].[C:25]([NH:28][CH2:29][CH2:30]O)(=[O:27])[CH3:26]>O1CCCC1>[C:25]([NH:28][CH2:29][CH2:30][O:23][C:22](=[O:24])[CH2:21][C:19]([C:17]1[O:18][C:14]([S:13][CH2:1][CH2:2][CH2:3][CH2:4][CH2:5][CH2:6][CH2:7][CH2:8][CH2:9][CH2:10][CH2:11][CH3:12])=[CH:15][CH:16]=1)=[O:20])(=[O:27])[CH3:26]. Reported procedure: A mixture of 20.0 g (0.057 mole) of 2-[5-(dodecylthio)-2-furoyl]acetic acid, 9.2 g (0.057 mole) of N,N'-carbonyldiimidazole and tetrahydrofuran is stirred for 4 hours, after which 5.9 g (0.057 mole) of N-acetylethanolamine is added. The mixture is stirred at room temperature overnight, then is diluted with ice cold 5% aqueous hydrochloric acid and extracted with ether. The ether layer is washed in water and saturated sodium chloride solution, dried with sodium sulfate, and evaporated to dryness ... The reactants are CC1=CC=C(C=N1)\C=C/N1C2=C(C=3C=C(C=CC13)OC(F)(F)F)CN1CCC2CC1 (6-[(Z)-2-(6-methylpyridin-3-yl)vinyl]-9-(trifluoromethoxy)-3,4,5,6-tetrahydro-1H-2,5-ethanoazepino[4,3-b]indole). The reagents and catalysts are [Pt]=O (platinum oxide). Solvent: CO (methanol). Product: CC1=CC=C(C=N1)CCN1C2=C(C=3C=C(C=CC13)OC(F)(F)F)CN1CCC2CC1 (6-[2-(6-methylpyridin-3-yl)ethyl]-9-(trifluoromethoxy)-3,4,5,6-tetrahydro-1H-2,5-ethanoazepino[4,3-b]indole). As a reaction SMILES: [CH3:1][C:2]1[N:7]=[CH:6][C:5](/[CH:8]=[CH:9]\[N:10]2[C:18]3[CH:17]=[CH:16][C:15]([O:19][C:20]([F:23])([F:22])[F:21])=[CH:14][C:13]=3[C:12]3[CH2:24][N:25]4[CH2:30][CH2:29][CH:28]([C:11]2=3)[CH2:27][CH2:26]4)=[CH:4][CH:3]=1>CO.[Pt]=O>[CH3:1][C:2]1[N:7]=[CH:6][C:5]([CH2:8][CH2:9][N:10]2[C:18]3[CH:17]=[CH:16][C:15]([O:19][C:20]([F:22])([F:23])[F:21])=[CH:14][C:13]=3[C:12]3[CH2:24][N:25]4[CH2:26][CH2:27][CH:28]([C:11]2=3)[CH2:29][CH2:30]4)=[CH:4][CH:3]=1. Procedure: A solution of 6-[(Z)-2-(6-methylpyridin-3-yl)vinyl]-9-(trifluoromethoxy)-3,4,5,6-tetrahydro-1H-2,5-ethanoazepino[4,3-b]indole (65 mg, 0.157 mmol; Example 177) in methanol was treated with platinum oxide under a hydrogen atmosphere (1 atm) at 40° C. for 16 hours to afford the title compound as the major product: 1H NMR (300 MHz, methanol-d4) δ ppm 1.57-1.71 (m, 2H), 1.86-2.00 (m, 2H), 2.40 (s, 3H), 2.89-2.31 (m, 7H), 4.16 (s, 2H), 4.42 (t, J=6 Hz, 2H), 6.93 (ddd, J=9, 2, 1 Hz, 1H), 7.11 (d, J=8 H... The reactants are ClCC(=O)Cl (chloroacetyl chloride), C1(=CC=CC=C1)C(C(CN)O)OC1=C(C=CC=C1)OC (3-phenyl-2-hydroxy-3-(2-methoxy-phenoxy)-propylamine), [OH-].[Na+] (NaOH). Run in C(Cl)Cl (methylene chloride), C(Cl)Cl (methylene chloride), O (water). Conditions: temperature 0 celsius, time 30 minute. Yields the product ClCC(=O)NCC(C(OC1=C(C=CC=C1)OC)C1=CC=CC=C1)O (N-chloroacetyl-2-hydroxy-3-phenyl-3-(2-methoxy-phenoxy)propylamine). Yield: 99.9%. RXN SMILES: [C:1]1([CH:7]([O:12][C:13]2[CH:18]=[CH:17][CH:16]=[CH:15][C:14]=2[O:19][CH3:20])[CH:8]([OH:11])[CH2:9][NH2:10])[CH:6]=[CH:5][CH:4]=[CH:3][CH:2]=1.[OH-].[Na+].[Cl:23][CH2:24][C:25](Cl)=[O:26]>C(Cl)Cl.O>[Cl:23][CH2:24][C:25]([NH:10][CH2:9][CH:8]([OH:11])[CH:7]([C:1]1[CH:2]=[CH:3][CH:4]=[CH:5][CH:6]=1)[O:12][C:13]1[CH:18]=[CH:17][CH:16]=[CH:15][C:14]=1[O:19][CH3:20])=[O:26] |f:1.2|. Reported procedure: A mixture of 2.73 g of 3-phenyl-2-hydroxy-3-(2-methoxy-phenoxy)-propylamine in 50 ml of methylene chloride and 0.56 g of NaOH in 15 ml of water was stirred at 0° C. Under vigorous stirring dropwise addition was made to the mixture over 30 minutes, again at 0° C., of 1.58 g of chloroacetyl chloride in 2 ml of methylene chloride. After the addition, the stirring was continued at 0° C. for 30 minutes. The layers were separated and the aqueous phase extracted with CH2Cl2. The organic extracts were c... The reactants are C(C)OC(=O)C=1N=CC=2N(C3=CC=CC=C3C2C1C)C(C)=O (9-acetyl-4-methyl-β-carboline-3carboxylic acid ethyl ester), C1(CCC(N1)=O)=O (succinimide), BrN1C(CCC1=O)=O (N-bromosuccinimide), N(=NC(C#N)(C)C)C(C#N)(C)C (azobisisobutyronitril). Run in C(Cl)(Cl)(Cl)Cl (carbon tetrachloride). Product: C(C)OC(=O)C=1N=CC=2N(C3=CC=CC=C3C2C1CBr)C(C)=O (9-Acetyl-4-bromomethyl-β-carboline-3-carboxylic Acid Ethyl Ester). RXN SMILES: [CH2:1]([O:3][C:4]([C:6]1[N:7]=[CH:8][C:9]2[N:10]([C:20](=[O:22])[CH3:21])[C:11]3[C:16]([C:17]=2[C:18]=1[CH3:19])=[CH:15][CH:14]=[CH:13][CH:12]=3)=[O:5])[CH3:2].[Br:23]N1C(=O)CCC1=O.N(C(C)(C)C#N)=NC(C)(C)C#N.C1(=O)NC(=O)CC1>C(Cl)(Cl)(Cl)Cl>[CH2:1]([O:3][C:4]([C:6]1[N:7]=[CH:8][C:9]2[N:10]([C:20](=[O:22])[CH3:21])[C:11]3[C:16]([C:17]=2[C:18]=1[CH2:19][Br:23])=[CH:15][CH:14]=[CH:13][CH:12]=3)=[O:5])[CH3:2]. Procedure: 10 g (33.8 mmol) of 9-acetyl-4-methyl-β-carboline-3carboxylic acid ethyl ester is combined in 500 ml of carbon tetrachloride with 12 g (67.4 mmol) of N-bromosuccinimide and one spatula tip of azobisisobutyronitril and heated to reflux for 1.5 hours while simultaneously exposing the reaction mixture to light. After cooling, the mixture is suctioned off from the succinimide, concentrated, and the residue is extracted by stirring with hot water and suctioned off. Yield: 10.64 g (84%) of 9-acetyl-4-... As a reaction SMILES: [Cl:1][C:2]1[CH:3]=[C:4](OS(C(F)(F)F)(=O)=O)[CH:5]=[CH:6][C:7]=1[CH:8]=[O:9].[Si:18]([O:25][C:26]1[CH:31]=[CH:30][C:29](B(O)O)=[CH:28][CH:27]=1)([C:21]([CH3:24])([CH3:23])[CH3:22])([CH3:20])[CH3:19]>>[Si:18]([O:25][C:26]1[CH:27]=[CH:28][C:29]([C:4]2[CH:5]=[CH:6][C:7]([CH:8]=[O:9])=[C:2]([Cl:1])[CH:3]=2)=[CH:30][CH:31]=1)([C:21]([CH3:24])([CH3:23])[CH3:22])([CH3:20])[CH3:19]. Isolated yield 43.0%. Yields the product [Si](C)(C)(C(C)(C)C)OC1=CC=C(C=C1)C1=CC(=C(C=C1)C=O)Cl (4′-{[Tert-butyl(dimethyl)silyl]oxy}-3-chloro-1,1′-biphenyl-4-carbaldehyde), white solid. Procedure details: The title compound was prepared by reacting trifluoro-methanesulfonic acid 3-chloro-4-formyl-phenyl ester (1.78 g, 6.18 mmol) with 4-tert-butyl-dimethylsilyoxyphenylboronic acid (2.03 g, 8.03 mmol) according to Method B to yield 0.92 g (43%) of white solid: mp 38-39° C.; 1H NMR (DMDO-d6); δ 0.23 (6H, s), 0.97 (9H, s), 6.98 (2H, d, J=8.79 Hz), 7.74 (2H, d, J=8.79 Hz), 7.81 (1H, d, J=7.81 Hz), 7.89 (1H, d, J=1.95 Hz), 7.91 (1H, d, J=7.81 Hz), 10.34 (1H, s); MS (ESI) m/z 231/233 (M−H)−(deprotected ... The reactants are ClC=1C=C(C=CC1C=O)OS(=O)(=O)C(F)(F)F (trifluoro-methanesulfonic acid 3-chloro-4-formyl-phenyl ester), [Si](C)(C)(C(C)(C)C)OC1=CC=C(C=C1)B(O)O (4-tert-butyl-dimethylsilyoxyphenylboronic acid). Starting materials: C(=O)CN(C(=O)C1CCCCC1)C1=NC=CC=C1 (N-formylmethyl-N-(2-pyridyl)cyclohexanecarboxamide), N1C=CC2=C(C=CC=C12)N1CCNCC1 (1-(4-indolyl)piperazine), C(C)(=O)O[BH-](OC(C)=O)OC(C)=O.[Na+] (sodium triacetoxyborohydride), ClCCCl (1,2-dichloroethane), C(=O)([O-])[O-].[Na+].[Na+] (Na2CO3). Solvent: C(C)(=O)O (acetic acid), O (water). Run at time 3 hour. Yields the product Cl.N1C=CC2=C(C=CC=C12)N1CCN(CC1)CCN(C(=O)C1CCCCC1)C1=NC=CC=C1 (N-[2-[4-(4-Indolyl)-1-piperazinyl]ethyl]-N-(2-pyridyl)cyclohexanecarboxamide HCL). Reaction SMILES: [CH:1]([CH2:3][N:4]([C:13]1[CH:18]=[CH:17][CH:16]=[CH:15][N:14]=1)[C:5]([CH:7]1[CH2:12][CH2:11][CH2:10][CH2:9][CH2:8]1)=[O:6])=O.[NH:19]1[C:27]2[C:22](=[C:23]([N:28]3[CH2:33][CH2:32][NH:31][CH2:30][CH2:29]3)[CH:24]=[CH:25][CH:26]=2)[CH:21]=[CH:20]1.C(O[BH-](OC(=O)C)OC(=O)C)(=O)C.[Na+].C([O-])([O-])=O.[Na+].[Na+].[Cl:54]CCCl>O.C(O)(=O)C>[ClH:54].[NH:19]1[C:27]2[C:22](=[C:23]([N:28]3[CH2:33][CH2:32][N:31]([CH2:1][CH2:3][N:4]([C:13]4[CH:18]=[CH:17][CH:16]=[CH:15][N:14]=4)[C:5]([CH:7]4[CH2:12][CH2:11][CH2:10][CH2:9][CH2:8]4)=[O:6])[CH2:30][CH2:29]3)[CH:24]=[CH:25][CH:26]=2)[CH:21]=[CH:20]1 |f:2.3,4.5.6,10.11|. Reported procedure: A mixture of 0.94 g of N-formylmethyl-N-(2-pyridyl)cyclohexanecarboxamide, 0.69 g of 1-(4-indolyl)piperazine, 1.21 g of sodium triacetoxyborohydride, 0.44 ml of acetic acid and 30 ml of 1,2-dichloroethane was stirred at room temperature for 3 h. Afterwards, it was diluted with 20 ml of water and alkalinized to pH=10 with 20% Na2CO3. The aqueous layer was extracted twice with 1,2-dichloroethane and the combined organic layers were dried (sodium sulfate) and evaporated to dryness in vacuo affordin...